Dataset: the Open Reaction Database (ORD), a public repository of structured organic reaction records. Task: describe an organic reaction: reactants, conditions, products, and yield Starting materials: CC1(C)Oc2cc(C=CC(=O)O)cnc2NC1=O, CNCc1cc2ccccc2n1C. Product: CN(Cc1cc2ccccc2n1C)C(=O)C=Cc1cnc2c(c1)OC(C)(C)C(=O)N2. RXN SMILES: [CH3:14][C:15]1([CH3:31])[C:16](=[O:30])[NH:17][c:18]2[c:19]([cH:21][c:22]([CH:25]=[CH:26][C:27](=[O:28])[OH:29])[cH:23][n:24]2)[O:20]1.[CH3:1][NH:2][CH2:3][c:4]1[n:5]([CH3:13])[c:6]2[cH:7][cH:8][cH:9][cH:10][c:11]2[cH:12]1>>[CH3:1][N:2]([CH2:3][c:4]1[n:5]([CH3:13])[c:6]2[cH:7][cH:8][cH:9][cH:10][c:11]2[cH:12]1)[C:27]([CH:26]=[CH:25][c:22]1[cH:21][c:19]2[c:18]([n:24][cH:23]1)[NH:17][C:16](=[O:30])[C:15]([CH3:14])([CH3:31])[O:20]2)=[O:29]. Starting materials: C(C)OC(=O)C1=C(NC=C1)C (2-methyl-1H-pyrrole-3-carboxylic acid ethyl ester), FC=1C=C(CBr)C=CC1 (3-fluorobenzyl bromide). The product is C(C)OC(=O)C1=C(N(C=C1)CC1=CC(=CC=C1)F)C (1-(3-Fluoro-benzyl)-2-methyl-1H-pyrrole-3-carboxylic acid ethyl ester). As a reaction SMILES: [CH2:1]([O:3][C:4]([C:6]1[CH:10]=[CH:9][NH:8][C:7]=1[CH3:11])=[O:5])[CH3:2].[F:12][C:13]1[CH:14]=[C:15]([CH:18]=[CH:19][CH:20]=1)[CH2:16]Br>>[CH2:1]([O:3][C:4]([C:6]1[CH:10]=[CH:9][N:8]([CH2:16][C:15]2[CH:18]=[CH:19][CH:20]=[C:13]([F:12])[CH:14]=2)[C:7]=1[CH3:11])=[O:5])[CH3:2]. Procedure: Prepared in analogy to that of Example 5(a) from 2-methyl-1H-pyrrole-3-carboxylic acid ethyl ester and 3-fluorobenzyl bromide. The title compound, ESI MS (m/z): 262 (M+H)+. Reactants: C(C(=O)C1=CC=CC=C1)Br (phenacyl bromide), C(C1=CC=CC=C1)N1CNC(NC1)=S (5-benzyl-3,4,5,6-tetrahydro-s-triazine-2(1H)-thione). The solvent is CC(=O)C (acetone), same solvent. Run at time 2 hour. The product is C(C1=CC=CC=C1)N1CN=C2N(C1)C(CS2)(C2=CC=CC=C2)O (3-Benzyl-6-hydroxy-6-phenyl-3,4,6,7-tetrahydro-2H-thiazolo-[3,2-a]-s-triazine). Reaction SMILES: [CH2:1](Br)[C:2]([C:4]1[CH:9]=[CH:8][CH:7]=[CH:6][CH:5]=1)=[O:3].[CH2:11]([N:18]1[CH2:23][NH:22][C:21](=[S:24])[NH:20][CH2:19]1)[C:12]1[CH:17]=[CH:16][CH:15]=[CH:14][CH:13]=1>CC(C)=O>[CH2:11]([N:18]1[CH2:23][N:22]2[C:2]([OH:3])([C:4]3[CH:9]=[CH:8][CH:7]=[CH:6][CH:5]=3)[CH2:1][S:24][C:21]2=[N:20][CH2:19]1)[C:12]1[CH:17]=[CH:16][CH:15]=[CH:14][CH:13]=1. Procedure: A solution of 5.0 grams (0.025 moles) of phenacyl bromide in 40 milliliters of acetone was mixed with a solution of 5.2 grams (0.025 moles) of 5-benzyl-3,4,5,6-tetrahydro-s-triazine-2(1H)-thione in 1200 milliliters of the same solvent and left for 2 hours at room temperature. The solution was then concentrated to 300 milliliters and left overnight. 3-Benzyl-6-hydroxy-6-phenyl-3,4,6,7-tetrahydro-2H-thiazolo[3,2-a]-s-triazine hydrobromide acetonate crystallized as a pale brown solid, m.p. 97°-99° ... Starting materials: COCC1=CC=C(C(=N1)C(=O)O)NC=1C=NC=NC1 (6-methoxymethyl-3-(pyrimidin-5-ylamino)-pyridine-2-carboxylic acid), CNC(=O)C=1N(N=CC1N)C (4-amino-2-methyl-2H-pyrazole-3-carboxylic acid methylamide). Yields the product CN1N=CC(=C1C(NC)=O)NC(=O)C1=NC(=CC=C1NC=1C=NC=NC1)COC (6-Methoxymethyl-3-(pyrimidin-5-ylamino)-pyridine-2-carboxylic acid (1-methyl-5-methylcarbamoyl-1H-pyrazol-4-yl)-amide). RXN SMILES: [CH3:1][O:2][CH2:3][C:4]1[N:9]=[C:8]([C:10]([OH:12])=O)[C:7]([NH:13][C:14]2[CH:15]=[N:16][CH:17]=[N:18][CH:19]=2)=[CH:6][CH:5]=1.[CH3:20][NH:21][C:22]([C:24]1[N:25]([CH3:30])[N:26]=[CH:27][C:28]=1[NH2:29])=[O:23]>>[CH3:30][N:25]1[C:24]([C:22](=[O:23])[NH:21][CH3:20])=[C:28]([NH:29][C:10]([C:8]2[C:7]([NH:13][C:14]3[CH:15]=[N:16][CH:17]=[N:18][CH:19]=3)=[CH:6][CH:5]=[C:4]([CH2:3][O:2][CH3:1])[N:9]=2)=[O:12])[CH:27]=[N:26]1. Reported procedure: The product was obtained starting from 6-methoxymethyl-3-(pyrimidin-5-ylamino)-pyridine-2-carboxylic acid (30 mg, 0.12 mmol) and 4-amino-2-methyl-2H-pyrazole-3-carboxylic acid methylamide (23 mg, 0.15 mmol) according to the method described in example 64, step 6 after purification by preparative HPLC using an acetonitrile/water gradient as off-white solid (28 mg, 61%).